From a dataset of the Open Reaction Database (ORD), a public repository of structured organic reaction records. describe an organic reaction: reactants, conditions, products, and yield The reactants are CCO, Cl, CS(=O)(=O)NCc1ccc([N+](=O)[O-])cc1, O. The product is CS(=O)(=O)NCc1ccc(N)cc1. As a reaction SMILES: [CH3:18][CH2:19][OH:20].[ClH:16].[N+:1]([O-:2])(=[O:3])[c:4]1[cH:5][cH:6][c:7]([CH2:10][NH:11][S:12](=[O:13])(=[O:14])[CH3:15])[cH:8][cH:9]1.[OH2:17]>>[NH2:1][c:4]1[cH:5][cH:6][c:7]([CH2:10][NH:11][S:12](=[O:13])(=[O:14])[CH3:15])[cH:8][cH:9]1. The reactants are FC(C1=C(C=O)C=CC=C1)F (2-(difluoromethyl)benzaldehyde), NC1=CC=NC(=C1C(=O)NCCC1=CC=CC=C1)C(F)(F)F (4-Amino-N-phenethyl-2-(trifluoromethyl)nicotinamide). Product: FC(C1=C(C=CC=C1)C=1N(C(C2=C(N1)C=CN=C2C(F)(F)F)=O)CCC2=CC=CC=C2)F (2-(2-(difluoromethyl)phenyl)-3-phenethyl-5-(trifluoromethyl)pyrido[4,3-d]pyrimidin-4(3H)-one). As a reaction SMILES: [F:1][CH:2]([F:11])[C:3]1[CH:10]=[CH:9][CH:8]=[CH:7][C:4]=1[CH:5]=O.[NH2:12][C:13]1[C:18]([C:19]([NH:21][CH2:22][CH2:23][C:24]2[CH:29]=[CH:28][CH:27]=[CH:26][CH:25]=2)=[O:20])=[C:17]([C:30]([F:33])([F:32])[F:31])[N:16]=[CH:15][CH:14]=1>>[F:1][CH:2]([F:11])[C:3]1[CH:10]=[CH:9][CH:8]=[CH:7][C:4]=1[C:5]1[N:21]([CH2:22][CH2:23][C:24]2[CH:25]=[CH:26][CH:27]=[CH:28][CH:29]=2)[C:19](=[O:20])[C:18]2[C:17]([C:30]([F:33])([F:31])[F:32])=[N:16][CH:15]=[CH:14][C:13]=2[N:12]=1. Reported procedure: Prepared analogous to Example 1 starting from 2-(difluoromethyl)benzaldehyde and 4-Amino-N-phenethyl-2-(trifluoromethyl)nicotinamide. 1H NMR (400 MHz, CDCl3) δ 8.88 (d, 1H), 7.77 (d, 1H), 7.72 (d, 1H), 7.69 (t, 1H), 7.61 (t, 1H), 7.19 (m, 4H), 6.89 (m, 2H), 6.77 (t, 1H), 4.28 (m, 1H), 3.78 (m, 1H), 2.95 (m, 2H). MS m/z 446.4 (M+H)+. The reactants are C1(O)=CC(O)=CC=C1 (resorcinol), C(CCCCCCCCCCCCCCC)Br (hexadecylbromide), [H-].[Na+] (sodium hydride), [I-].[Na+] (sodium iodide). Solvent: CN(C=O)C (N,N-dimethylformamide), O1CCCC1 (tetrahydrofuran), CN(C=O)C (N,N-dimethylformamide). Conditions: temperature 0 celsius, time 17 hour. Yields the product C(CCCCCCCCCCCCCCC)OC=1C=C(C=CC1)O (3-(Hexadecyloxy)phenol). Reaction SMILES: [H-].[Na+].[C:3]1([CH:10]=[CH:9][CH:8]=[C:6]([OH:7])[CH:5]=1)[OH:4].[I-].[Na+].[CH2:13](Br)[CH2:14][CH2:15][CH2:16][CH2:17][CH2:18][CH2:19][CH2:20][CH2:21][CH2:22][CH2:23][CH2:24][CH2:25][CH2:26][CH2:27][CH3:28]>CN(C)C=O.O1CCCC1>[CH2:28]([O:4][C:3]1[CH:5]=[C:6]([OH:7])[CH:8]=[CH:9][CH:10]=1)[CH2:27][CH2:26][CH2:25][CH2:24][CH2:23][CH2:22][CH2:21][CH2:20][CH2:19][CH2:18][CH2:17][CH2:16][CH2:15][CH2:14][CH3:13] |f:0.1,3.4|. Procedure: To a suspension of 29.6 g of sodium hydride in 215 ml of N,N-dimethylformamide was added dropwise over 1.5 hours a solution of 54.33 g of resorcinol in 145 ml of N,N-dimethylformamide and 72 ml of tetrahydrofuran. The resulting mixture was cooled to 0° C. and 7.4 g of sodium iodide added followed by the dropwise addition of 155.0 g of hexadecylbromide over 1 hour. The bath was removed and the mixture stirred at ambient temperature for 17 hours. The mixture was diluted with 500 ml of iced dilute ... The reactants are BrCC#N (Bromoacetonitrile), C(C)(C)N(C(C)C)CC (N,N-diisopropylethylamine), S(O)(O)(=O)=O.NC=1C=C(C(=O)OC)C=C(C1C)F (methyl 3-amino-5-fluoro-4-methylbenzoate sulfuric acid salt). Run in C1CCOC1 (THF), C1CCOC1 (THF). Conditions: temperature 55 celsius, time 2 hour. Product: C(#N)CNC=1C=C(C(=O)OC)C=C(C1C)F (methyl 3-(cyanomethylamino)-5-fluoro-4-methylbenzoate). The yield is 91.9%. As a reaction SMILES: [CH:1]([N:4](CC)C(C)C)(C)[CH3:2].S(=O)(=O)(O)O.[NH2:15][C:16]1[CH:17]=[C:18]([CH:23]=[C:24]([F:27])[C:25]=1[CH3:26])[C:19]([O:21][CH3:22])=[O:20].BrCC#N>C1COCC1>[C:1]([CH2:2][NH:15][C:16]1[CH:17]=[C:18]([CH:23]=[C:24]([F:27])[C:25]=1[CH3:26])[C:19]([O:21][CH3:22])=[O:20])#[N:4] |f:1.2|. Procedure details: To a solution of N,N-diisopropylethylamine (187 mL, 1073.6 mmol) in THF (240 mL) at 60-65° C. was added a solution of methyl 3-amino-5-fluoro-4-methylbenzoate sulfuric acid salt (80.0 g, 268.8 mmol) in THF (720 mL), maintaining the temperature in the range 45-65° C. Bromoacetonitrile (56.2 mL, 806.8 mmol) was charged and the solution heated to reflux for 3 d before concentration to 8 rel. vols. by distillation at atmospheric pressure. The solution was cooled to ambient temperature and water (100... The reactants are BrCCOC1=C(C=C(C=C1C)C1=NC2=CC(=CC(=C2C(N1)=O)OC(C)C)OC(C)C)C (2-[4-(2-bromo-ethoxy)-3,5-dimethyl-phenyl]-5,7-diisopropoxy-3H-quinazolin-4-one), N1CCCC1 (pyrrolidine), O (water). Run in CN(C)C=O (DMF). Conditions: time 4 hour. Product: CC=1C=C(C=C(C1OCCN1CCCC1)C)C1=NC2=CC(=CC(=C2C(N1)=O)OC(C)C)OC(C)C (2-(3,5-Dimethyl-4-(2-(pyrrolidin-1-yl)ethoxy)phenyl)-5,7-diisopropoxyquinazolin-4(3H)-one). RXN SMILES: Br[CH2:2][CH2:3][O:4][C:5]1[C:10]([CH3:11])=[CH:9][C:8]([C:12]2[NH:21][C:20](=[O:22])[C:19]3[C:14](=[CH:15][C:16]([O:27][CH:28]([CH3:30])[CH3:29])=[CH:17][C:18]=3[O:23][CH:24]([CH3:26])[CH3:25])[N:13]=2)=[CH:7][C:6]=1[CH3:31].[NH:32]1[CH2:36][CH2:35][CH2:34][CH2:33]1.O>CN(C=O)C>[CH3:31][C:6]1[CH:7]=[C:8]([C:12]2[NH:21][C:20](=[O:22])[C:19]3[C:14](=[CH:15][C:16]([O:27][CH:28]([CH3:30])[CH3:29])=[CH:17][C:18]=3[O:23][CH:24]([CH3:26])[CH3:25])[N:13]=2)[CH:9]=[C:10]([CH3:11])[C:5]=1[O:4][CH2:3][CH2:2][N:32]1[CH2:36][CH2:35][CH2:34][CH2:33]1. Procedure details: To a solution of 2-[4-(2-bromo-ethoxy)-3,5-dimethyl-phenyl]-5,7-diisopropoxy-3H-quinazolin-4-one (0.39 g, 0.79 mmol) in DMF (10 mL) was added pyrrolidine (0.45 g, 6.37 mmol). The reaction mixture was stirred at room temperature for 4 hours. Then, water was added and product was extracted with ethyl acetate (2×200 mL). The combined organic phase was washed with water, then brine, and dried over anhydrous Na2SO4. Solvent was evaporated to give the title compound as a white solid. Yield: 0.32 g (83... Reactants: CCOC(=O)C=Cc1ccc(C(F)(F)F)c(Cl)c1, O, O=[N+]([O-])O, O=S(=O)(O)O. Product: CCOC(=O)C=Cc1cc(Cl)c(C(F)(F)F)cc1[N+](=O)[O-]. Reaction SMILES: [Cl:1][c:2]1[cH:3][c:4]([CH:5]=[CH:6][C:7](=[O:8])[O:9][CH2:10][CH3:11])[cH:12][cH:13][c:14]1[C:15]([F:16])([F:17])[F:18].[OH2:28].[OH:24][N+:25]([O-:26])=[O:27].[S:19](=[O:20])(=[O:21])([OH:22])[OH:23]>>[Cl:1][c:2]1[cH:3][c:4]([CH:5]=[CH:6][C:7](=[O:8])[O:9][CH2:10][CH3:11])[c:12]([N+:25](=[O:24])[O-:26])[cH:13][c:14]1[C:15]([F:16])([F:17])[F:18]. Starting materials: C(C)OC(=O)[C@H]1[C@@H](CC(C1)=O)C(=O)N1CC(C1)(F)F ((1R,2R)-2-(3,3-Difluoro-azetidine-1-carbonyl)-4-oxo-cyclopentanecarboxylic acid ethyl ester), C1COCCN1CCS(=O)(=O)O (2-(N-morpholino)ethanesulfonic acid), O=C[C@H](O)[C@@H](O)[C@H](O)[C@H](O)CO (D-glucose), [Cl-].[Mg+2].[Cl-] (Magnesium chloride), [OH-].[Na+] (NaOH), C1=CC(=C[N+](=C1)[C@H]2[C@@H]([C@@H]([C@H](O2)COP(=O)(O)OP(=O)(O)OC[C@@H]3[C@H]([C@H]([C@@H](O3)N4C=NC5=C4N=CN=C5N)OP(=O)(O)O)O)O)O)C(=O)N (NADP), KRED-NADP-131, O=C[C@H](O)[C@@H](O)[C@H](O)[C@H](O)CO (glucose). Yields the product C(C)OC(=O)[C@H]1[C@@H](C[C@H](C1)O)C(=O)N1CC(C1)(F)F ((1R,2R,4R)-2-(3,3-Difluoro-azetidine-1-carbonyl)-4-hydroxy-cyclopentanecarboxylic acid ethyl ester). The yield is 95.4%. Reaction SMILES: [CH2:1]([O:3][C:4]([C@@H:6]1[CH2:10][C:9](=[O:11])[CH2:8][C@H:7]1[C:12]([N:14]1[CH2:17][C:16]([F:19])([F:18])[CH2:15]1)=[O:13])=[O:5])[CH3:2].C1N(CCS(O)(=O)=O)CCOC1.O=C[C@@H]([C@H]([C@@H]([C@@H](CO)O)O)O)O.[Cl-].[Mg+2].[Cl-].C1C=[N+]([C@@H]2O[C@H](COP(OP(OC[C@H]3O[C@@H](N4C5N=CN=C(N)C=5N=C4)[C@H](OP(O)(O)=O)[C@@H]3O)(O)=O)(O)=O)[C@@H](O)[C@H]2O)C=C(C(N)=O)C=1.[OH-].[Na+]>>[CH2:1]([O:3][C:4]([C@@H:6]1[CH2:10][C@H:9]([OH:11])[CH2:8][C@H:7]1[C:12]([N:14]1[CH2:15][C:16]([F:19])([F:18])[CH2:17]1)=[O:13])=[O:5])[CH3:2] |f:3.4.5,7.8|. Procedure details: A suspension of 2.3 g (1R,2R)-2-(3,3-Difluoro-azetidine-1-carbonyl)-4-oxo-cyclopentanecarboxylic acid ethyl ester in 50.6 mL aqueous buffer (30 mM 2-(N-morpholino)ethanesulfonic acid; 0.5 M D-glucose [2.7 equ.]; 2 mM Magnesium chloride) was adjusted to pH 6.5 at 35° C. Under stirring the reduction was started by the addition of the cofactor NADP (23 mg [0.03 equ.]), the cofactor regeneration enzyme-glucose dehydrogenase (23 mg GDH 102 [Codexis]) and the reductase (23 mg KRED-NADP-131 [Codexis])....